This data is from the Open Reaction Database (ORD), a public repository of structured organic reaction records. The task is: describe an organic reaction: reactants, conditions, products, and yield Reactants: ClCCOC(C)O (2-chloroethoxyethanol), OC1=CC=C(C(=O)OCC)C=C1 (ethyl 4-hydroxybenzoate), C([O-])([O-])=O.[K+].[K+] (potassium carbonate). Solvent: CN(C=O)C (dimethylformamide). Conditions: temperature 80 celsius, time 17 hour. Product: OCCOC1=CC=C(C(=O)OCC)C=C1 (ethyl 4-(2-hydroxyethoxy)benzoate). Yield: 134.4%. RXN SMILES: Cl[CH2:2][CH2:3][O:4]C(O)C.[OH:8][C:9]1[CH:19]=[CH:18][C:12]([C:13]([O:15][CH2:16][CH3:17])=[O:14])=[CH:11][CH:10]=1.C(=O)([O-])[O-].[K+].[K+]>CN(C)C=O>[OH:4][CH2:3][CH2:2][O:8][C:9]1[CH:10]=[CH:11][C:12]([C:13]([O:15][CH2:16][CH3:17])=[O:14])=[CH:18][CH:19]=1 |f:2.3.4|. Reported procedure: 104.9 g (842.5 mmol) 2-chloroethoxyethanol, 500 ml dimethylformamide (DMF), 70 g (421.2 mmol) ethyl 4-hydroxybenzoate, and 116.3 g (842.5 mmol) potassium carbonate were introduced into a flask in a nitrogen stream and stirred at 80° C. for 17 hours. The insolubles were filtered off, and the filtrate was concentrated, then introduced into a saline solution, extracted with ethyl acetate, washed with water and dried over magnesium sulfate anhydride, and the solution was concentrated to give 119 g c... Starting materials: FC(C(CO)NC=1N=CC2=C(N1)CN(CC2)C(=O)OC(C)(C)C)(F)F (tert-butyl 2-(1,1,1-trifluoro-3-hydroxypropan-2-ylamino)-5,6-dihydropyrido[3,4-d]pyrimidine-7(8H)-carboxylate), C(=O)(C(F)(F)F)O (TFA). Solvent: C(Cl)Cl (DCM). Conditions: time 2 hour. Product: FC(C(CO)NC=1N=CC2=C(N1)CNCC2)(F)F (3,3,3-trifluoro-2-(5,6,7,8-tetrahydropyrido[3,4-d]pyrimidin-2-ylamino)propan-1-ol). Isolated yield 73.7%. Reaction SMILES: [F:1][C:2]([F:25])([F:24])[CH:3]([NH:6][C:7]1[N:8]=[CH:9][C:10]2[CH2:16][CH2:15][N:14](C(OC(C)(C)C)=O)[CH2:13][C:11]=2[N:12]=1)[CH2:4][OH:5].C(O)(C(F)(F)F)=O>C(Cl)Cl>[F:25][C:2]([F:1])([F:24])[CH:3]([NH:6][C:7]1[N:8]=[CH:9][C:10]2[CH2:16][CH2:15][NH:14][CH2:13][C:11]=2[N:12]=1)[CH2:4][OH:5]. Procedure details: To a stirred solution of 352 (53 mg, 0.15 mmol) in DCM (750 μL) at RT under nitrogen was added TFA (750 μL). The solution was stirred for 2 h and was then concentrated in a rotovap under high vacuum. The residue was redissolved in DCM (10 mL) and stirred rapidly with 1M Na2CO3 (10 mL) for 5 min. The layers were separated and the aqueous phase was extracted with DCM (2×10 mL). The combined extracts were dried (MgSO4), filtered and concentrated to afford 29 mg (76%) of 3,3,3-trifluoro-2-(5,6,7,8-t... Starting materials: FC(C(C(F)(F)F)(O)C1=CC(=CC=C1)B1OC(C(O1)(C)C)(C)C)(F)F (1,1,1,3,3,3-hexafluoro-2-(3-(4,4,5,5-tetramethyl-1,3,2-dioxaborolan-2-yl)phenyl)propan-2-ol), ClC1=C(C=CC(=N1)NC(=O)C1(CC1)C1=CC2=C(OC(O2)(F)F)C=C1)C (N-(6-chloro-5-methylpyridin-2-yl)-1-(2,2-difluorobenzo[d][1,3]dioxol-5-yl)cyclopropanecarboxamide). The reagents and catalysts are C=1C=CC(=CC1)[P](C=2C=CC=CC2)(C=3C=CC=CC3)[Pd]([P](C=4C=CC=CC4)(C=5C=CC=CC5)C=6C=CC=CC6)([P](C=7C=CC=CC7)(C=8C=CC=CC8)C=9C=CC=CC9)[P](C=1C=CC=CC1)(C=1C=CC=CC1)C=1C=CC=CC1 (Pd(PPh3)4). The solvent is COCCOC (DME), C(=O)([O-])[O-].[Na+].[Na+] (Na2CO3). Reaction conditions: temperature 120 celsius. The product is FC1(OC2=C(O1)C=CC(=C2)C2(CC2)C(=O)NC2=NC(=C(C=C2)C)C2=CC(=CC=C2)C(C(F)(F)F)(C(F)(F)F)O)F (1-(2,2-difluorobenzo[d][1,3]dioxol-5-yl)-N-(6-(3-(1,1,1,3,3,3-hexafluoro-2-hydroxypropan-2-yl)phenyl)-5-methylpyridin-2-yl)cyclopropane-carboxamide). Isolated yield 76.6%. As a reaction SMILES: [F:1][C:2]([F:25])([F:24])[C:3]([C:9]1[CH:14]=[CH:13][CH:12]=[C:11](B2OC(C)(C)C(C)(C)O2)[CH:10]=1)([OH:8])[C:4]([F:7])([F:6])[F:5].Cl[C:27]1[N:32]=[C:31]([NH:33][C:34]([C:36]2([C:39]3[CH:49]=[CH:48][C:42]4[O:43][C:44]([F:47])([F:46])[O:45][C:41]=4[CH:40]=3)[CH2:38][CH2:37]2)=[O:35])[CH:30]=[CH:29][C:28]=1[CH3:50]>COCCOC.C([O-])([O-])=O.[Na+].[Na+].C1C=CC([P]([Pd]([P](C2C=CC=CC=2)(C2C=CC=CC=2)C2C=CC=CC=2)([P](C2C=CC=CC=2)(C2C=CC=CC=2)C2C=CC=CC=2)[P](C2C=CC=CC=2)(C2C=CC=CC=2)C2C=CC=CC=2)(C2C=CC=CC=2)C2C=CC=CC=2)=CC=1>[F:47][C:44]1([F:46])[O:43][C:42]2[CH:48]=[CH:49][C:39]([C:36]3([C:34]([NH:33][C:31]4[CH:30]=[CH:29][C:28]([CH3:50])=[C:27]([C:11]5[CH:12]=[CH:13][CH:14]=[C:9]([C:3]([OH:8])([C:4]([F:6])([F:5])[F:7])[C:2]([F:1])([F:25])[F:24])[CH:10]=5)[N:32]=4)=[O:35])[CH2:38][CH2:37]3)=[CH:40][C:41]=2[O:45]1 |f:3.4.5,^1:66,68,87,106|. Reported procedure: To a mixture of 1,1,1,3,3,3-hexafluoro-2-(3-(4,4,5,5-tetramethyl-1,3,2-dioxaborolan-2-yl)phenyl)propan-2-ol (50 mg, 0.13 mmol) and N-(6-chloro-5-methylpyridin-2-yl)-1-(2,2-difluorobenzo[d][1,3]dioxol-5-yl)cyclopropanecarboxamide (37 mg, 0.10 mmol) in DME (1 mL) and 2 M Na2CO3 (0.1 mL) was added Pd(PPh3)4 (6 mg, 0.005 mmol). The mixture was heated in microwave oven at 120° C. for 30 min. The mixture was partitioned between ethyl acetate and H2O, and the aqueous layer was extracted with ethyl acet... Starting materials: Intermediate 6, N1(CCCC1)C(=O)N (1-pyrrolidinecarboxamide), ClC1=NC=CC(=N1)\C=C(/O)\C=1C=C(C=CC1)NS(=O)(=O)C1=C(C=CC=C1F)F (N-{3-[(Z)-2-(2-chloro-4-pyrimidinyl)-1-hydroxyethenyl]phenyl}-2,6-difluorobenzenesulfonamide), C1CC(=O)N(C1=O)Br (NBS). The product is ClC1=NC=CC(=N1)C1=C(N=C(O1)N1CCCC1)C=1C=C(C=CC1)NS(=O)(=O)C1=C(C=CC=C1F)F (N-{3-[5-(2-Chloro-4-pyrimidinyl)-2-(1-pyrrolidinyl)-1,3-oxazol-4-yl]phenyl}-2,6-difluorobenzenesulfonamide). As a reaction SMILES: [Cl:1][C:2]1[N:7]=[C:6](/[CH:8]=[C:9](/[C:11]2[CH:12]=[C:13]([NH:17][S:18]([C:21]3[C:26]([F:27])=[CH:25][CH:24]=[CH:23][C:22]=3[F:28])(=[O:20])=[O:19])[CH:14]=[CH:15][CH:16]=2)\O)[CH:5]=[CH:4][N:3]=1.C1C(=O)N(Br)C(=O)C1.[N:37]1([C:42]([NH2:44])=[O:43])[CH2:41][CH2:40][CH2:39][CH2:38]1>>[Cl:1][C:2]1[N:7]=[C:6]([C:8]2[O:43][C:42]([N:37]3[CH2:41][CH2:40][CH2:39][CH2:38]3)=[N:44][C:9]=2[C:11]2[CH:12]=[C:13]([NH:17][S:18]([C:21]3[C:26]([F:27])=[CH:25][CH:24]=[CH:23][C:22]=3[F:28])(=[O:20])=[O:19])[CH:14]=[CH:15][CH:16]=2)[CH:5]=[CH:4][N:3]=1. Procedure: Following a procedure analogous to the procedure described in Intermediate 6 using N-{3-[(Z)-2-(2-chloro-4-pyrimidinyl)-1-hydroxyethenyl]phenyl}-2,6-difluorobenzenesulfonamide (2.0 g, 4.72 mmol, NBS (0.924 g, 5.19 mmol) and 1-pyrrolidinecarboxamide (1.077 g, 9.44 mmol) heated to 90° C. for 24 h the title compound of Step A was obtained as an orange solid (0.980 g). MS-ESI m/z 518 (M+H). Product: BrC=1C=NN2C1N=C(C=C2)N2CCN(CC2)C(=O)OC(COC)C (1-methoxypropan-2-yl 4-(3-bromopyrazolo[1,5-a]pyrimidin-5-yl)piperazine-1-carboxylate). As a reaction SMILES: COCC(O)C.[Br:7][C:8]1[CH:9]=[N:10][N:11]2[CH:16]=[CH:15][C:14]([N:17]3[CH2:22][CH2:21][N:20]([C:23]([O:25][C@@H:26]4[CH2:30][CH2:29][O:28][CH2:27]4)=[O:24])[CH2:19][CH2:18]3)=[N:13][C:12]=12>>[Br:7][C:8]1[CH:9]=[N:10][N:11]2[CH:16]=[CH:15][C:14]([N:17]3[CH2:18][CH2:19][N:20]([C:23]([O:25][CH:26]([CH3:30])[CH2:27][O:28][CH3:29])=[O:24])[CH2:21][CH2:22]3)=[N:13][C:12]=12. Reactants: COCC(C)O (1-methoxypropan-2-ol), BrC=1C=NN2C1N=C(C=C2)N2CCN(CC2)C(=O)O[C@H]2COCC2 ((R)-tetrahydrofuran-3-yl 4-(3-bromopyrazolo[1,5-a]pyrimidin-5-yl)piperazine-1-carboxylate). Procedure: This was made by using 1-methoxypropan-2-ol and following the Part B in the procedure described above for making (R)-tetrahydrofuran-3-yl 4-(3-bromopyrazolo[1,5-a]pyrimidin-5-yl)piperazine-1-carboxylate. Reactants: CC(c1ccc(Br)cc1)N1CCC(CCC(N)=O)(c2ccccc2)OC1=O, OB(O)c1ccccn1. Product: CC(c1ccc(-c2ccccn2)cc1)N1CCC(CCC(N)=O)(c2ccccc2)OC1=O. Reaction SMILES: [Br:1][c:2]1[cH:3][cH:4][c:5]([CH:8]([CH3:9])[N:10]2[C:11](=[O:27])[O:12][C:13]([c:16]3[cH:17][cH:18][cH:19][cH:20][cH:21]3)([CH2:22][CH2:23][C:24](=[O:25])[NH2:26])[CH2:14][CH2:15]2)[cH:6][cH:7]1.[n:28]1[c:29]([B:34]([OH:35])[OH:36])[cH:30][cH:31][cH:32][cH:33]1>>[c:2]1(-[c:29]2[n:28][cH:33][cH:32][cH:31][cH:30]2)[cH:3][cH:4][c:5]([CH:8]([CH3:9])[N:10]2[C:11](=[O:27])[O:12][C:13]([c:16]3[cH:17][cH:18][cH:19][cH:20][cH:21]3)([CH2:22][CH2:23][C:24](=[O:25])[NH2:26])[CH2:14][CH2:15]2)[cH:6][cH:7]1.